From a dataset of the Open Reaction Database (ORD), a public repository of structured organic reaction records. describe an organic reaction: reactants, conditions, products, and yield Starting materials: CCOC(=O)C1CCC(NC(=O)C2(CC(CC(=O)OCc3ccccc3)C(=O)OC(C)(C)C)CCCC2)CC1, C1CCOC1. Product: CCOC(=O)C1CCC(NC(=O)C2(CC(CC(=O)O)C(=O)OC(C)(C)C)CCCC2)CC1. Reaction SMILES: [C:1]([CH3:2])([CH3:3])([CH3:4])[O:5][C:6]([CH:7]([CH2:8][C:9]1([C:14]([NH:15][CH:16]2[CH2:17][CH2:18][CH:19]([C:22](=[O:23])[O:24][CH2:25][CH3:26])[CH2:20][CH2:21]2)=[O:27])[CH2:10][CH2:11][CH2:12][CH2:13]1)[CH2:28][C:29](=[O:30])[O:31][CH2:32][c:33]1[cH:34][cH:35][cH:36][cH:37][cH:38]1)=[O:39].[O:40]1[CH2:41][CH2:42][CH2:43][CH2:44]1>>[C:1]([CH3:2])([CH3:3])([CH3:4])[O:5][C:6]([CH:7]([CH2:8][C:9]1([C:14]([NH:15][CH:16]2[CH2:17][CH2:18][CH:19]([C:22](=[O:23])[O:24][CH2:25][CH3:26])[CH2:20][CH2:21]2)=[O:27])[CH2:10][CH2:11][CH2:12][CH2:13]1)[CH2:28][C:29](=[O:30])[OH:31])=[O:39]. The reactants are C(C1=CC=CC=C1)NC(=O)C1=C(N=C(S1)Br)C (N-benzyl-2-bromo-4-methylthiazole-5-carboxamide), C(C)(C)N(C(C)C)CC (N,N-diisopropylethylamine), [OH-].[Li+] (lithium hydroxide), C[Si](C)(C)C#C (trimethylsilylacetylene). Reagents/catalysts: [Cu]I (copper(I) iodide), Cl[Pd]([P](C1=CC=CC=C1)(C2=CC=CC=C2)C3=CC=CC=C3)([P](C4=CC=CC=C4)(C5=CC=CC=C5)C6=CC=CC=C6)Cl (dichlorobis(triphenylphosphine)palladium(II)). The solvent is C1(=CC=CC=C1)C (toluene), C(C)(=O)OCC (ethyl acetate). Reaction conditions: temperature 35 celsius. Yields the product C(C1=CC=CC=C1)NC(=O)C1=C(N=C(S1)C#C)C (N-benzyl-2-ethynyl-4-methylthiazole-5-carboxamide). Yield: 42.7%. As a reaction SMILES: [CH2:1]([NH:8][C:9]([C:11]1[S:15][C:14](Br)=[N:13][C:12]=1[CH3:17])=[O:10])[C:2]1[CH:7]=[CH:6][CH:5]=[CH:4][CH:3]=1.[CH:18](N(CC)C(C)C)(C)[CH3:19].C[Si](C#C)(C)C.[OH-].[Li+]>C1(C)C=CC=CC=1.C(OCC)(=O)C.[Cu]I.Cl[Pd](Cl)([P](C1C=CC=CC=1)(C1C=CC=CC=1)C1C=CC=CC=1)[P](C1C=CC=CC=1)(C1C=CC=CC=1)C1C=CC=CC=1>[CH2:1]([NH:8][C:9]([C:11]1[S:15][C:14]([C:18]#[CH:19])=[N:13][C:12]=1[CH3:17])=[O:10])[C:2]1[CH:7]=[CH:6][CH:5]=[CH:4][CH:3]=1 |f:3.4,^1:52,71|. Reported procedure: To a solution of N-benzyl-2-bromo-4-methylthiazole-5-carboxamide (0.10 g, 0.32 mmol) in anhydrous toluene (1 mL) was added copper(I) iodide (0.001 g, 0.006 mmol), dichlorobis(triphenylphosphine)palladium(II) (0.005 g, 0.006 mmol), and N,N-diisopropylethylamine (0.17 mL, 0.97 mmol). The reaction mixture was degassed and the reaction flask was filled with nitrogen followed by the addition of trimethylsilylacetylene (0.089 mL, 0.64 mmol). The reaction mixture was heated at 35° C. for 3 hours, coole... The reactants are COC(C1=CC(=CC(=C1)OC)O)=O (3-hydroxy-5-methoxybenzoic acid methyl ester), C(C=C)Br (allyl bromide), COC(C1=CC(=CC(=C1)OC)OCC=C)=O (3-allyloxy-5-methoxybenzoic acid methyl ester), C(C=C)C1=C(C=C(C(=O)Cl)C=C1OC)OC (4-Allyl-3,5-dimethoxy-benzoyl chloride), II, COC(C1=CC(=C(C(=C1)OC)CC=C)O)=O (4-allyl-3-hydroxy-5-methoxybenzoic acid methyl ester). Yields the product COC(C1=C(C(=CC(=C1)OC)O)CC=C)=O (2-allyl-3-hydroxy-5-methoxybenzoic acid methyl ester). Reaction SMILES: [CH2:1]([C:4]1C(OC)=CC(C(Cl)=O)=CC=1OC)[CH:2]=C.[CH3:17][O:18][C:19](=[O:29])[C:20]1[CH:25]=[C:24]([O:26][CH3:27])[CH:23]=[C:22]([OH:28])[CH:21]=1.C(Br)C=C.COC(=O)C1C=C(OC)C=C(OCC=C)C=1.COC(=O)C1C=C(OC)C(CC=C)=C(O)C=1>>[CH3:17][O:18][C:19](=[O:29])[C:20]1[CH:25]=[C:24]([O:26][CH3:27])[CH:23]=[C:22]([OH:28])[C:21]=1[CH2:4][CH:1]=[CH2:2]. Reported procedure: 4-Allyl-3,5-dimethoxy-benzoyl chloride. Starting from 3-hydroxy-5-methoxybenzoic acid methyl ester by reaction with allyl bromide, 3-allyloxy-5-methoxybenzoic acid methyl ester is prepared. B.p. 128°-30°C/0.4 mmHg. This compound is subjected to the allylic rearrangement performed as described by Tarbell in Organic Reactions, Vol. II, New York, 1944 and a mixture of 4-allyl-3-hydroxy-5-methoxybenzoic acid methyl ester and 2-allyl-3-hydroxy-5-methoxybenzoic acid methyl ester is obtained. By hydrol... Starting materials: CCO, [H][H], O=C(OC1CCOCC1)c1ccc([N+](=O)[O-])cc1O. The product is Nc1ccc(C(=O)OC2CCOCC2)c(O)c1. As a reaction SMILES: [CH3:22][CH2:23][OH:24].[H:20][H:21].[O:1]1[CH2:2][CH2:3][CH:4]([O:7][C:8]([c:9]2[c:10]([OH:18])[cH:11][c:12]([N+:15]([O-:16])=[O:17])[cH:13][cH:14]2)=[O:19])[CH2:5][CH2:6]1>>[O:1]1[CH2:2][CH2:3][CH:4]([O:7][C:8]([c:9]2[c:10]([OH:18])[cH:11][c:12]([NH2:15])[cH:13][cH:14]2)=[O:19])[CH2:5][CH2:6]1.